Dataset: the Open Reaction Database (ORD), a public repository of structured organic reaction records. Task: describe an organic reaction: reactants, conditions, products, and yield The reactants are COC1=C(C=C(C(=O)Cl)C=C1)C(F)(F)F (4-methoxy-3-trifluoromethyl-benzoyl chloride), C(C1=CC=CC=C1)N1C[C@H]([C@@H](C1)C1=CC(=C(C=C1)Cl)Cl)NC (rac-[(3S,4R)-1-benzyl-4-(3,4-dichloro-phenyl)-pyrrolidin-3-yl]-methyl-amine), C(C)N(C(C)C)C(C)C (ethyl-diisopropyl-amine). The solvent is C(Cl)Cl (CH2Cl2), C(Cl)Cl (CH2Cl2). Reaction conditions: time 4 hour. Product: C(C1=CC=CC=C1)N1C[C@H]([C@@H](C1)C1=CC(=C(C=C1)Cl)Cl)N(C(C1=CC(=C(C=C1)OC)C(F)(F)F)=O)C (rac-N-[(3S,4R)-1-benzyl-4-(3,4-dichloro-phenyl)-pyrrolidin-3-yl]-4-methoxy-N-methyl-3-trifluoromethyl-benzamide). Yield: 86.0%. As a reaction SMILES: [CH3:1][O:2][C:3]1[CH:11]=[CH:10][C:6]([C:7](Cl)=[O:8])=[CH:5][C:4]=1[C:12]([F:15])([F:14])[F:13].[CH2:16]([N:23]1[CH2:27][C@@H:26]([C:28]2[CH:33]=[CH:32][C:31]([Cl:34])=[C:30]([Cl:35])[CH:29]=2)[C@H:25]([NH:36][CH3:37])[CH2:24]1)[C:17]1[CH:22]=[CH:21][CH:20]=[CH:19][CH:18]=1.C(N(C(C)C)C(C)C)C>C(Cl)Cl>[CH2:16]([N:23]1[CH2:27][C@@H:26]([C:28]2[CH:33]=[CH:32][C:31]([Cl:34])=[C:30]([Cl:35])[CH:29]=2)[C@H:25]([N:36]([CH3:37])[C:7](=[O:8])[C:6]2[CH:10]=[CH:11][C:3]([O:2][CH3:1])=[C:4]([C:12]([F:15])([F:14])[F:13])[CH:5]=2)[CH2:24]1)[C:17]1[CH:18]=[CH:19][CH:20]=[CH:21][CH:22]=1. Procedure details: A solution of 4-methoxy-3-trifluoromethyl-benzoyl chloride (commercially available) (0.88 g, 2.76 mmol) in CH2Cl2 (10 ml) was added drop wise to a stirred solution of rac-[(3S,4R)-1-benzyl-4-(3,4-dichloro-phenyl)-pyrrolidin-3-yl]-methyl-amine (0.80 g, 2.38 mmol) and ethyl-diisopropyl-amine (0.61 ml, 3.58 mmol) in CH2Cl2 (10 ml). The reaction mixture was stirred 4 h, concentrated under vacuo and purification by flash chromatography (SiO2, CH2Cl2/MeOH, 99:1) yielded 1.09 g (86%) of the title produ... Starting materials: CN(C=O)C (dimethylformamide), NCC(O)C1=CC(=C(C(=C1)Cl)N)Cl (2-amino-1-(4-amino-3,5-dichlorophenyl)ethanol), BrC[C@@H]1CC[C@H](CC1)COC(CCCC1=CC=CC=C1)=O ({4-(bromomethyl)[trans]cyclohexylmethyl}(4-phenyl)butanoate), ethyl acetate petroleum ether. Run in C(C)N(CC)CC (triethylamine). Yields the product NC1=C(C=C(C=C1Cl)C(CNC[C@@H]1CC[C@H](CC1)COC(CCCC1=CC=CC=C1)=O)O)Cl.C(\C=C/C(=O)[O-])(=O)[O-] ({4-[2-(4-Amino-3,5-dichlorophenyl)-2-hydroxyethylamino-methyl][trans]cyclohexylmethyl}4-phenylbutanoate maleate). Reaction SMILES: CN(C)[CH:3]=[O:4].[NH2:6][CH2:7][CH:8]([C:10]1[CH:15]=[C:14]([Cl:16])[C:13]([NH2:17])=[C:12]([Cl:18])[CH:11]=1)[OH:9].Br[CH2:20][C@H:21]1[CH2:26][CH2:25][C@H:24]([CH2:27][O:28][C:29](=[O:39])[CH2:30][CH2:31][CH2:32][C:33]2[CH:38]=[CH:37][CH:36]=[CH:35][CH:34]=2)[CH2:23][CH2:22]1>C(N(CC)CC)C>[NH2:17][C:13]1[C:12]([Cl:18])=[CH:11][C:10]([CH:8]([OH:9])[CH2:7][NH:6][CH2:20][C@H:21]2[CH2:26][CH2:25][C@H:24]([CH2:27][O:28][C:29](=[O:39])[CH2:30][CH2:31][CH2:32][C:33]3[CH:34]=[CH:35][CH:36]=[CH:37][CH:38]=3)[CH2:23][CH2:22]2)=[CH:15][C:14]=1[Cl:16].[C:3]([O-:4])(=[O:9])/[CH:31]=[CH:30]\[C:29]([O-:28])=[O:39] |f:4.5|. Procedure details: According to method I (dimethylformamide, 2 hours at 90° C.) from 2-amino-1-(4-amino-3,5-dichlorophenyl)ethanol and {4-(bromomethyl)[trans]cyclohexylmethyl}(4-phenyl)butanoate. Working up by means of chromatography (ethyl acetate/petroleum ether 60-80/triethylamine 4:2:1). Recrystallized as the maleate from ethyl acetate. Melting point: 155°-157° C. The reactants are O=C([O-])[O-], CC(C)=O, Cl, O=S(=O)(OCC(F)(F)C(F)(F)F)C(F)(F)F, N#CC(C#N)CC(F)(F)C(F)(F)F, [K+], [K+]. The product is N#CC(C#N)(CC(F)(F)C(F)(F)F)CC(F)(F)C(F)(F)F. As a reaction SMILES: [C:30](=[O:31])([O-:32])[O-:33].[CH3:37][C:38](=[O:39])[CH3:40].[ClH:36].[F:14][C:15]([F:16])([F:17])[S:18]([O:19][CH2:20][C:21]([C:22]([F:23])([F:24])[F:25])([F:26])[F:27])(=[O:28])=[O:29].[F:1][C:2]([CH2:3][CH:4]([C:5]#[N:6])[C:7]#[N:8])([C:9]([F:10])([F:11])[F:12])[F:13].[K+:34].[K+:35]>>[F:1][C:2]([CH2:3][C:4]([C:5]#[N:6])([C:7]#[N:8])[CH2:20][C:21]([C:22]([F:23])([F:24])[F:25])([F:26])[F:27])([C:9]([F:10])([F:11])[F:12])[F:13]. Reactants: COC1=C(C(=C2C(OCC2=C1C)=O)OS(=O)(=O)C1=CC=C(C=C1)C)CC1=C(C(CC1)=O)C (3-(1,3-dihydro-6-methoxy-7-methyl-3-oxo-4-p-toluenesulfonyloxy-5-isobenzofuranylmethyl)-2-methylcyclopent-2-en-1-one), O.O.O.O.O.O.O.[Cl-].[Cl-].[Cl-].[Ce+3] (cerium trichloride heptahydrate), [BH4-].[Na+] (sodium borohydride). Solvent: O1CCCC1.CO (tetrahydrofuran methanol), C(C)(=O)OCC (ethyl acetate). Run at time 0.5 hour. The product is hexanes methylene chloride ether, COC1=C(C(=C2C(OCC2=C1C)=O)OS(=O)(=O)C1=CC=C(C=C1)C)CC1=C(C(CC1)O)C (3-(1,3-dihydro-6-methoxy-7-methyl-3-oxo-4-p-toluenesulfonyloxy-5-isobenzofuranylmethyl)-2-methylcyclopent-2-en-1-ol). Isolated yield 51.5%. Reaction SMILES: [CH3:1][O:2][C:3]1[C:11]([CH3:12])=[C:10]2[C:6]([C:7](=[O:13])[O:8][CH2:9]2)=[C:5]([O:14][S:15]([C:18]2[CH:23]=[CH:22][C:21]([CH3:24])=[CH:20][CH:19]=2)(=[O:17])=[O:16])[C:4]=1[CH2:25][C:26]1[CH2:30][CH2:29][C:28](=[O:31])[C:27]=1[CH3:32].O.O.O.O.O.O.O.[Cl-].[Cl-].[Cl-].[Ce+3].[BH4-].[Na+]>O1CCCC1.CO.C(OCC)(=O)C>[CH3:1][O:2][C:3]1[C:11]([CH3:12])=[C:10]2[C:6]([C:7](=[O:13])[O:8][CH2:9]2)=[C:5]([O:14][S:15]([C:18]2[CH:23]=[CH:22][C:21]([CH3:24])=[CH:20][CH:19]=2)(=[O:17])=[O:16])[C:4]=1[CH2:25][C:26]1[CH2:30][CH2:29][CH:28]([OH:31])[C:27]=1[CH3:32] |f:1.2.3.4.5.6.7.8.9.10.11,12.13,14.15|. Procedure details: A mixture of 3-(1,3-dihydro-6-methoxy-7-methyl-3-oxo-4-p-toluenesulfonyloxy-5-isobenzofuranylmethyl)-2-methylcyclopent-2-en-1-one (0.17 g) and cerium trichloride heptahydrate (0.172 g) in tetrahydrofuran/methanol (12 mL, 4/1) was treated with sodium borohydride (0.035 g). After 0.5 hours, the reaction was diluted with ethyl acetate and washed with brine. Drying over magnesium sulfate was followed by filtration and solvent removal. Chromatography (hexanes/methylene chloride/ether, 1/1/1) gave the... Reactants: [NH4+].[OH-] (NH4OH), C1(=CC=C(C=C1)S(=O)(=O)Cl)C (p-toluenesulfonyl chloride), C1(=CC=C(C=C1)S(=O)(=O)Cl)C (p-toluenesulfonyl chloride), CC1=CC=C(C=C1)S(=O)(=O)N1C=CC=2N1C1=C(C=NC3=CC=CC=C13)N2 (10-[(4-methylphenyl)sulfonyl]-10H-pyrazolo[1′,5′:1,2]imidazo[4,5-c]quinoline), [NH4+].[OH-] (NH4OH), ClC=1C=C(C(=O)OO)C=CC1 (3-chloroperoxybenzoic acid). The solvent is C(Cl)(Cl)Cl (chloroform), O (water), ClCCCl (1,2-dichloroethane). Reaction conditions: temperature 70 celsius, time 2 hour. The product is CC1=CC=C(C=C1)S(=O)(=O)N1C=CC=2N1C1=C(C(=NC3=CC=CC=C13)N)N2 (10-[(4-methylphenyl)sulfonyl]-10H-pyrazolo[1′,5′:1,2]imidazo[4,5-c]quinolin-6-amine). Reaction SMILES: [CH3:1][C:2]1[CH:7]=[CH:6][C:5]([S:8]([N:11]2[N:15]3[C:16]4[C:25]5[C:20](=[CH:21][CH:22]=[CH:23][CH:24]=5)[N:19]=[CH:18][C:17]=4[N:26]=[C:14]3[CH:13]=[CH:12]2)(=[O:10])=[O:9])=[CH:4][CH:3]=1.ClC1C=C(C=CC=1)C(OO)=O.[NH4+:38].[OH-].C1(C)C=CC(S(Cl)(=O)=O)=CC=1>ClCCCl.C(Cl)(Cl)Cl.O>[CH3:1][C:2]1[CH:3]=[CH:4][C:5]([S:8]([N:11]2[N:15]3[C:16]4[C:25]5[C:20](=[CH:21][CH:22]=[CH:23][CH:24]=5)[N:19]=[C:18]([NH2:38])[C:17]=4[N:26]=[C:14]3[CH:13]=[CH:12]2)(=[O:10])=[O:9])=[CH:6][CH:7]=1 |f:2.3|. Procedure: A solution of 10-[(4-methylphenyl)sulfonyl]-10H-pyrazolo[1′,5′:1,2]imidazo[4,5-c]quinoline (0.55 g, 1.5 mmol) in 1,2-dichloroethane (15 mL) was placed in a 48 mL heavy wall glass pressure flask and treated with 3-chloroperoxybenzoic acid (0.56 g, 2.3 mmol). After 1.5 h the reaction was treated with concentrated NH4OH (5 mL, 30%); the flask was sealed and heated to 70° C. Once at temperature, p-toluenesulfonyl chloride (0.31 g, 1.7 mmol) was quickly added, the flask was resealed and heated to 75°... Starting materials: solution, Cl (hydrogen chloride), C(C)C1=CC=C(C=C1)CCC1=C(OCCC2N(CCCC2)C)C=CC=C1 (2-(2-{2-[2-(4-ethylphenyl)ethyl]phenoxy}ethyl)-1-methylpiperidine), C(C)(=O)OCC (ethyl acetate). Solvent: O1CCOCC1 (dioxane). Product: Cl.C(C)C1=CC=C(C=C1)CCC1=C(OCCC2N(CCCC2)C)C=CC=C1 (2-(2-{2-[2-(4-Ethylphenyl)ethyl]phenoxy}ethyl)-1-methypiperidine hydrochloride). The yield is 82.0%. RXN SMILES: [ClH:1].[CH2:2]([C:4]1[CH:9]=[CH:8][C:7]([CH2:10][CH2:11][C:12]2[CH:27]=[CH:26][CH:25]=[CH:24][C:13]=2[O:14][CH2:15][CH2:16][CH:17]2[CH2:22][CH2:21][CH2:20][CH2:19][N:18]2[CH3:23])=[CH:6][CH:5]=1)[CH3:3].C(OCC)(=O)C>O1CCOCC1>[ClH:1].[CH2:2]([C:4]1[CH:5]=[CH:6][C:7]([CH2:10][CH2:11][C:12]2[CH:27]=[CH:26][CH:25]=[CH:24][C:13]=2[O:14][CH2:15][CH2:16][CH:17]2[CH2:22][CH2:21][CH2:20][CH2:19][N:18]2[CH3:23])=[CH:8][CH:9]=1)[CH3:3] |f:4.5|. Reported procedure: 0.6 ml of a 4N solution of hydrogen chloride in dioxane was added to a solution of 0.650 g of 2-(2-{2-[2-(4-ethylphenyl)ethyl]phenoxy}ethyl)-1-methylpiperidine [prepared as described in step (a) above] in a suitable amount of ethyl acetate, and the resulting solution was concentrated by distillation under reduced pressure. The resulting oily residue was dissolved in ethyl acetate, and a small amount of diethyl ether was added to the solution, which was then allowed to stand at room temperature. ...